describe an organic reaction: reactants, conditions, products, and yield From a dataset of the Open Reaction Database (ORD), a public repository of structured organic reaction records. Reactants: CN, CO, CCOC(=O)COC(=O)N1CCN(c2ccc(-c3ccc(OC(F)(F)F)cc3)cc2)CC1, C1CCOC1. Product: CNC(=O)COC(=O)N1CCN(c2ccc(-c3ccc(OC(F)(F)F)cc3)cc2)CC1. As a reaction SMILES: [CH3:1][NH2:2].[CH3:40][OH:41].[F:3][C:4]([O:5][c:6]1[cH:7][cH:8][c:9](-[c:12]2[cH:13][cH:14][c:15]([N:18]3[CH2:19][CH2:20][N:21]([C:24](=[O:25])[O:26][CH2:27][C:28]([O:30][CH2:29][CH3:31])=[O:32])[CH2:22][CH2:23]3)[cH:16][cH:17]2)[cH:10][cH:11]1)([F:33])[F:34].[O:35]1[CH2:36][CH2:37][CH2:38][CH2:39]1>>[CH3:1][NH:2][C:28]([CH2:27][O:26][C:24]([N:21]1[CH2:20][CH2:19][N:18]([c:15]2[cH:14][cH:13][c:12](-[c:9]3[cH:8][cH:7][c:6]([O:5][C:4]([F:3])([F:33])[F:34])[cH:11][cH:10]3)[cH:17][cH:16]2)[CH2:23][CH2:22]1)=[O:25])=[O:30]. The reactants are C(C)(=O)CNC(C1=CN=CC=C1)=O (N-Acetylmethyl-nicotinamide), N (ammonia). Reaction SMILES: [C:1]([CH2:4][NH:5][C:6](=[O:13])[C:7]1[CH:12]=[CH:11][CH:10]=[N:9][CH:8]=1)(=O)[CH3:2].N>S(=O)(=O)(O)O>[CH3:2][C:1]1[O:13][C:6]([C:7]2[CH:8]=[N:9][CH:10]=[CH:11][CH:12]=2)=[N:5][CH:4]=1. Procedure details: A mixture of 20 g (0.110 mol) of 73 and 100 ml of conc. sulphuric acid was heated to 120° C. for 4 h. After cooling the mixture was poured over ice followed by basification with ammonia. Extraction with 3×400 ml of dichloromethane, drying of the combined organic phases over magnesium sulphate, and removal of the solvent in vacuo gave crude 74 as a red oil, which was sufficiently pure. Yield: 17 g (0.100 mol, 97%). Yields the product CC1=CN=C(O1)C=1C=NC=CC1 (5-Methyl-2-(3-pyridyl)-oxazole). Solvent: S(O)(O)(=O)=O (sulphuric acid). Run at temperature 120 celsius. Reactants: C1(CCCCC1)N=C=NC1CCCCC1 (dicyclohexylcarbodiimide), ClC1=CC=C(C=C1)C(OC1CCN(CC1)CCCC(=O)O)C1=NC=CC=C1 (4-[4-[(4-chlorophenyl)-2-pyridylmethoxy]-1-piperidyl]butanoic acid), N (ammonia). The solvent is ClCCl (dichloromethane), ClCCl (dichloromethane). Run at time 10 hour. The product is ClC1=CC=C(C=C1)C(OC1CCN(CC1)CCCC(=O)N)C1=NC=CC=C1 (4-[4-[(4-chlorophenyl)-2-pyridylmethoxy]-1-piperidyl]butanamide). The yield is 75.9%. Reaction SMILES: [Cl:1][C:2]1[CH:7]=[CH:6][C:5]([CH:8]([C:22]2[CH:27]=[CH:26][CH:25]=[CH:24][N:23]=2)[O:9][CH:10]2[CH2:15][CH2:14][N:13]([CH2:16][CH2:17][CH2:18][C:19]([OH:21])=O)[CH2:12][CH2:11]2)=[CH:4][CH:3]=1.C1([N:34]=C=NC2CCCCC2)CCCCC1.N>ClCCl>[Cl:1][C:2]1[CH:3]=[CH:4][C:5]([CH:8]([C:22]2[CH:27]=[CH:26][CH:25]=[CH:24][N:23]=2)[O:9][CH:10]2[CH2:15][CH2:14][N:13]([CH2:16][CH2:17][CH2:18][C:19]([NH2:34])=[O:21])[CH2:12][CH2:11]2)=[CH:6][CH:7]=1. Procedure details: 0.50 g (1.29 mmol) of 4-[4-[(4-chlorophenyl)-2-pyridylmethoxy]-1-piperidyl]butanoic acid obtained in Example 28 was dissolved in 5 ml of dichloromethane, and 0.32 g (1.55 mmol) of dicyclohexylcarbodiimide was added to the reaction mixture on an ice bath. Then, 10 ml of ammonia gas dissolved dichloromethane solution was added, and the mixture was stirred at room temperature for 10 hours. After the reaction, the insolubles were filtered off, and the filtrate was concentrated under reduced pressure... Starting materials: ClC=1N=NC(=CC1)N1CCC(CC1)OC1=C(C=CC=C1)C(F)(F)F (3-chloro-6-{4-[2-(trifluoromethyl)phenoxy]piperidin-1-yl}pyridazine), C[O-].[Na+] (NaOMe). Run in CO (MeOH). Conditions: time 4 hour. Product: COC=1N=NC(=CC1)N1CCC(CC1)OC1=C(C=CC=C1)C(F)(F)F (3-Methoxy-6-{4-[2-(trifluoromethyl)phenoxy]piperidin-1-yl}pyridazine). As a reaction SMILES: Cl[C:2]1[N:3]=[N:4][C:5]([N:8]2[CH2:13][CH2:12][CH:11]([O:14][C:15]3[CH:20]=[CH:19][CH:18]=[CH:17][C:16]=3[C:21]([F:24])([F:23])[F:22])[CH2:10][CH2:9]2)=[CH:6][CH:7]=1.[CH3:25][O-:26].[Na+]>CO>[CH3:25][O:26][C:2]1[N:3]=[N:4][C:5]([N:8]2[CH2:13][CH2:12][CH:11]([O:14][C:15]3[CH:20]=[CH:19][CH:18]=[CH:17][C:16]=3[C:21]([F:24])([F:23])[F:22])[CH2:10][CH2:9]2)=[CH:6][CH:7]=1 |f:1.2|. Procedure: A solution of 3-chloro-6-{4-[2-(trifluoromethyl)phenoxy]piperidin-1-yl}pyridazine (150 mg, 0.42 mmol) in MeOH (1 mL) and NaOMe (2.5 mL, 0.87 mmol, 25-30% in MeOH) was heated at 80° C. After 4 h, solvent was evaporated and the mixture was diluted with water (3 mL), extracted with EtOAc (3×2 mL) and dried over Na2SO4. Evaporation of the solvent followed by purification Combiflash chromatography (SiO2, eluant 30-40% EtOAc/hexanes) afforded the desired product. 1H NMR (500 MHz, acetone-d6): δ 1.87-1... Reactants: C(C)O (Ethanol), aqueous solution, NO (hydroxylamine), COC(C(C(=O)NC)N(C(=O)C1=CC=C(C=C1)C1=CC=C(C=C1)OCCCN1CCOCC1)C)=O (4-{3-[(4′-{[1-methoxy-3-(methylamino)-1,3-dioxopropan-2-yl](methyl)carbamoyl}biphenyl-4-yl)oxy]propyl}morpholine). The solvent is C1CCOC1 (THF). Run at time 2 hour. The product is ONC(C(C(=O)NC)N(C(=O)C1=CC=C(C=C1)C1=CC=C(C=C1)OCCCN1CCOCC1)C)=O (N-hydroxy-N′-methyl-2-[methyl({4′-[3-(morpholin-4-yl)propoxy]biphenyl-4-yl}carbonyl)amino]propanediamide). The yield is 39.0%. As a reaction SMILES: C(O)C.[NH2:4][OH:5].C[O:7][C:8](=O)[CH:9]([N:14]([CH3:39])[C:15]([C:17]1[CH:22]=[CH:21][C:20]([C:23]2[CH:28]=[CH:27][C:26]([O:29][CH2:30][CH2:31][CH2:32][N:33]3[CH2:38][CH2:37][O:36][CH2:35][CH2:34]3)=[CH:25][CH:24]=2)=[CH:19][CH:18]=1)=[O:16])[C:10]([NH:12][CH3:13])=[O:11]>C1COCC1>[OH:5][NH:4][C:8](=[O:7])[CH:9]([N:14]([CH3:39])[C:15]([C:17]1[CH:22]=[CH:21][C:20]([C:23]2[CH:28]=[CH:27][C:26]([O:29][CH2:30][CH2:31][CH2:32][N:33]3[CH2:34][CH2:35][O:36][CH2:37][CH2:38]3)=[CH:25][CH:24]=2)=[CH:19][CH:18]=1)=[O:16])[C:10]([NH:12][CH3:13])=[O:11]. Procedure: Ethanol (1.0 mL) and a 50% aqueous solution (1.0 mL) of hydroxylamine were added to a THF (1.0 mL) solution of 4-{3-[(4′-{[1-methoxy-3-(methylamino)-1,3-dioxopropan-2-yl](methyl)carbamoyl}biphenyl-4-yl)oxy]propyl}morpholine (0.11 g) as obtained in Example 4-(4), and the mixture was stirred for 2 hours at room temperature. Then, the reaction mixture was concentrated under reduced pressure. The resulting residue was purified by preparative silica gel thin-layer chromatography (chloroform/methanol=...